From a dataset of the Open Reaction Database (ORD), a public repository of structured organic reaction records. describe an organic reaction: reactants, conditions, products, and yield The reactants are CC(C)(C)S(=O)N=C1CCOc2ccc(Br)cc21, CCOCC, Cl, C1COCCO1. Yields the product N=C1CCOc2ccc(Br)cc21. RXN SMILES: [Br:1][c:2]1[cH:3][c:4]2[c:9]([cH:10][cH:11]1)[O:8][CH2:7][CH2:6][C:5]2=[N:12][S:13]([C:14]([CH3:15])([CH3:16])[CH3:17])=[O:18].[CH3:26][CH2:27][O:28][CH2:29][CH3:30].[ClH:19].[O:20]1[CH2:21][CH2:22][O:23][CH2:24][CH2:25]1>>[Br:1][c:2]1[cH:3][c:4]2[c:9]([cH:10][cH:11]1)[O:8][CH2:7][CH2:6][C:5]2=[NH:12]. The reactants are C1CCC2=NCCCN2CC1, C1CCOC1, CS(=O)(=O)Cl, CN(C)S(=O)(=O)NCC(C)(F)c1ccc(-c2cccc(N)c2)cc1. Yields the product CN(C)S(=O)(=O)NCC(C)(F)c1ccc(-c2cccc(NS(C)(=O)=O)c2)cc1. RXN SMILES: [CH2:30]1[CH2:31][CH2:32][C:33]2=[N:38][CH2:37][CH2:36][CH2:35][N:34]2[CH2:39][CH2:40]1.[CH2:41]1[O:42][CH2:43][CH2:44][CH2:45]1.[CH3:1][S:2]([Cl:3])(=[O:4])=[O:5].[NH2:6][c:7]1[cH:8][c:9](-[c:13]2[cH:14][cH:15][c:16]([C:19]([CH2:20][NH:21][S:22](=[O:23])(=[O:24])[N:25]([CH3:26])[CH3:27])([CH3:28])[F:29])[cH:17][cH:18]2)[cH:10][cH:11][cH:12]1>>[CH3:1][S:2](=[O:4])(=[O:5])[NH:6][c:7]1[cH:8][c:9](-[c:13]2[cH:14][cH:15][c:16]([C:19]([CH2:20][NH:21][S:22](=[O:23])(=[O:24])[N:25]([CH3:26])[CH3:27])([CH3:28])[F:29])[cH:17][cH:18]2)[cH:10][cH:11][cH:12]1. The reactants are CCO, N#Cc1cc(Cl)ccc1-n1cncn1, N. Product: NCc1cc(Cl)ccc1-n1cncn1. RXN SMILES: [CH3:16][CH2:17][OH:18].[Cl:1][c:2]1[cH:3][cH:4][c:5](-[n:10]2[n:11][cH:12][n:13][cH:14]2)[c:6]([C:7]#[N:8])[cH:9]1.[NH3:15]>>[Cl:1][c:2]1[cH:3][cH:4][c:5](-[n:10]2[n:11][cH:12][n:13][cH:14]2)[c:6]([CH2:7][NH2:8])[cH:9]1. Reactants: Cl.C1(CCCCC1)C1CCNCC1 (4-cyclohexylpiperidine hydrochloride), [OH-].[Na+] (NaOH). Run in O (water). The product is C1(CCCCC1)C1CCNCC1 (4-Cyclohexylpiperidine). Yield: 88.0%. As a reaction SMILES: Cl.[CH:2]1([CH:8]2[CH2:13][CH2:12][NH:11][CH2:10][CH2:9]2)[CH2:7][CH2:6][CH2:5][CH2:4][CH2:3]1.[OH-].[Na+]>O>[CH:2]1([CH:8]2[CH2:9][CH2:10][NH:11][CH2:12][CH2:13]2)[CH2:3][CH2:4][CH2:5][CH2:6][CH2:7]1 |f:0.1,2.3|. Procedure: A solution of 4-phenylpyridine hydrochloride (4.50 g, 29.0 mmol, 1.00 equiv) in denatured EtOH (100 mL, 5% isopropanol) was stirred at 110-120° C. in the presence of 10% Pd on activated carbon (4.50 g, Aldrich) and hydrogen at 440 psi for 24 hours. The catalyst was filtered out by use of Celite and washed with CH2Cl2 (100 mL) and MeOH (150 mL). The filtrate was concentrated to give 5.32 g (90%) of white solid, which was characterized spectroscopically as 4-cyclohexylpiperidine hydrochloride. Thi...